Dataset: the Open Reaction Database (ORD), a public repository of structured organic reaction records. Task: describe an organic reaction: reactants, conditions, products, and yield Starting materials: NC=1C=CC(=C(C1)C1=NC(=C(C(N1)=O)CC)CC)OCCC (2-(5-Amino-2-n-propoxyphenyl)-5,6-diethylpyrimid-4(3H)-one), C(C)(=O)O (acetic acid), [O-]C#N.[K+] (potassium cyanate). Run in O (water), O (water). Conditions: time 2 hour. Yields the product C(C)C=1N=C(NC(C1CC)=O)C=1C=C(C=CC1OCCC)NC(=O)N (1-(3-(4,5-Diethyl-1,6-dihydro-6-oxopyrimidin-2-yl)-4-n-propoxyphenyl)urea). Isolated yield 101.6%. Reaction SMILES: [NH2:1][C:2]1[CH:3]=[CH:4][C:5]([O:19][CH2:20][CH2:21][CH3:22])=[C:6]([C:8]2[NH:13][C:12](=[O:14])[C:11]([CH2:15][CH3:16])=[C:10]([CH2:17][CH3:18])[N:9]=2)[CH:7]=1.C(O)(=O)C.[O-:27][C:28]#[N:29].[K+]>O>[CH2:17]([C:10]1[N:9]=[C:8]([C:6]2[CH:7]=[C:2]([NH:1][C:28]([NH2:29])=[O:27])[CH:3]=[CH:4][C:5]=2[O:19][CH2:20][CH2:21][CH3:22])[NH:13][C:12](=[O:14])[C:11]=1[CH2:15][CH3:16])[CH3:18] |f:2.3|. Procedure details: The compound (200 mg, 0.6 mmol) of example 42 was suspended in a mixed solution of water (5 ml) and acetic acid (5 ml), added with potassium cyanate (81 mg, 1 mmol), and heated to reflux and stirred for 2 h. The cooled reaction mixture was poured into water to generate a white solid, which was washed with water (10 ml×3) and dried to give the title compound (210 mg, yield: 91%). 1H NMR (DMSO-d6) δ: 11.76 (1H, br), 8.56 (1H, br), 7.76 (1H, d), 7.59 (1H, dd), 7.06 (1H, d), 5.78 (1H, br), 4.00 (2H,... Starting materials: 2,3-dichloro-4-methylphenyl isocyanide dichloride, O1CNCC1 (oxazolidine), C(=O)NC1=CC=CC=C1 (formanilide), C1CCCC12OCC1(CCCC1)N2 (13-aza-6-oxadispiro[4.2.4.1]tridecane), ClC1=C(N)C=CC(=C1Cl)C (2,3-Dichloro-4-methylaniline), 2,3-dichloro-4-methylformanilide, OCCN (2-hydroxyethylamine). Product: Cl.OCC1(CCCC1)N (1-Hydroxymethylcyclopentanamine HCl salt), C1(CCCC1)NC1(CCCC1)CO (1-(cyclopentylamino)-1-(hydroxymethyl)cyclopentane). RXN SMILES: [Cl:1]C1C(Cl)=C(C)C=CC=1N.C(NC1C=CC=CC=1)=O.OCCN.[CH2:24]1[C:28]2([NH:36][C:31]3([CH2:35][CH2:34][CH2:33][CH2:32]3)[CH2:30][O:29]2)[CH2:27][CH2:26][CH2:25]1.O1CCNC1>>[ClH:1].[OH:29][CH2:30][C:31]1([NH2:36])[CH2:35][CH2:34][CH2:33][CH2:32]1.[CH:28]1([NH:36][C:31]2([CH2:30][OH:29])[CH2:35][CH2:34][CH2:33][CH2:32]2)[CH2:24][CH2:25][CH2:26][CH2:27]1 |f:5.6|. Procedure: 2,3-Dichloro-4-methylaniline was converted to the 2,3-dichloro-4-methylformanilide according to Method A3a, Step 1. The formanilide was converted to 2,3-dichloro-4-methylphenyl isocyanide dichloride according to Method A3a, Step 2. 1-Hydroxymethylcyclopentanamine HCl salt was synthesized according to Method B1c. The 2-hydroxyethylamine was converted to 13-aza-6-oxadispiro[4.2.4.1]tridecane according to Method B4d, Step 1. The oxazolidine was reductively opened according to Method B4d, Step 2 to ... Starting materials: [NH2-].[Na+] (sodium amide), CCOCC (ether), ClC=1C=C(C=CC1Cl)CC#N (3,4-dichlorophenylacetonitrile), C(C1=CC=CC=C1)C1CCN(CC1)CCCl (2-(4-benzylpiperidino)-1-chloro ethane). The solvent is O (water). Reaction conditions: time 5 hour. Yields the product C(C1=CC=CC=C1)C1CCN(CC1)CCC(C#N)C1=CC(=C(C=C1)Cl)Cl (4-(4-benzylpiperidino)-2-(3,4-dichlorophenyl)butyronitrile). Isolated yield 67.6%. Reaction SMILES: [NH2-].[Na+].CCOCC.[Cl:8][C:9]1[CH:10]=[C:11]([CH2:16][C:17]#[N:18])[CH:12]=[CH:13][C:14]=1[Cl:15].[CH2:19]([CH:26]1[CH2:31][CH2:30][N:29]([CH2:32][CH2:33]Cl)[CH2:28][CH2:27]1)[C:20]1[CH:25]=[CH:24][CH:23]=[CH:22][CH:21]=1>O>[CH2:19]([CH:26]1[CH2:31][CH2:30][N:29]([CH2:32][CH2:33][CH:16]([C:11]2[CH:12]=[CH:13][C:14]([Cl:15])=[C:9]([Cl:8])[CH:10]=2)[C:17]#[N:18])[CH2:28][CH2:27]1)[C:20]1[CH:25]=[CH:24][CH:23]=[CH:22][CH:21]=1 |f:0.1|. Reported procedure: 1.95 g of sodium amide are added in small quantities to an ether solution of 9.3 g of 3,4-dichlorophenylacetonitrile. The mixture is heated for 2 hours to reflux, 11.8 g of 2-(4-benzylpiperidino)-1-chloro ethane are added and heating is repeated for another 5 hours to reflux. The resulting mixture is cooled and 200 ml of water are added, after what the organic phase is decanted, washed with water and extracted with a 10% solution of hydrochloric acid. The aqueous phase is then neutralized with s... Starting materials: C[S-], CN(C)C=O, COC(=O)c1cc(CCl)ccc1OC, [Na+]. Yields the product COC(=O)c1cc(CSC)ccc1OC. Reaction SMILES: [CH3:15][S-:16].[CH3:18][N:19]([CH3:20])[CH:21]=[O:22].[CH3:1][O:2][c:3]1[c:4]([C:5](=[O:6])[O:7][CH3:8])[cH:9][c:10]([CH2:13][Cl:14])[cH:11][cH:12]1.[Na+:17]>>[CH3:1][O:2][c:3]1[c:4]([C:5](=[O:6])[O:7][CH3:8])[cH:9][c:10]([CH2:13][S:16][CH3:15])[cH:11][cH:12]1. Reactants: O=C(n1ccnc1)n1ccnc1, CS(N)(=O)=O, CN(C)C=O, CC(C)N1CCN(c2cc(F)cc(C3Nc4ccc(C(=O)O)cc4CC3(C)C)c2)CC1, [H-], [Na+]. Product: CC(C)N1CCN(c2cc(F)cc(C3Nc4ccc(C(=O)NS(C)(=O)=O)cc4CC3(C)C)c2)CC1. RXN SMILES: [C:39]([n:40]1[cH:41][cH:42][n:43][cH:44]1)([n:45]1[cH:46][cH:47][n:48][cH:49]1)=[O:50].[CH3:1][S:2](=[O:3])(=[O:4])[NH2:5].[CH3:51][N:52]([CH3:53])[CH:54]=[O:55].[F:8][c:9]1[cH:10][c:11]([CH:24]2[NH:25][c:26]3[cH:27][cH:28][c:29]([C:36](=[O:37])[OH:38])[cH:30][c:31]3[CH2:32][C:33]2([CH3:34])[CH3:35])[cH:12][c:13]([N:15]2[CH2:16][CH2:17][N:18]([CH:21]([CH3:22])[CH3:23])[CH2:19][CH2:20]2)[cH:14]1.[H-:6].[Na+:7]>>[CH3:1][S:2](=[O:3])(=[O:4])[NH:5][C:36]([c:29]1[cH:28][cH:27][c:26]2[c:31]([cH:30]1)[CH2:32][C:33]([CH3:34])([CH3:35])[CH:24]([c:11]1[cH:10][c:9]([F:8])[cH:14][c:13]([N:15]3[CH2:16][CH2:17][N:18]([CH:21]([CH3:22])[CH3:23])[CH2:19][CH2:20]3)[cH:12]1)[NH:25]2)=[O:37]. Starting materials: CS(=O)(=O)C1=CC=C(C=C1)NC(=N)C1=CC=NC=C1 (N-[4-(methylsulfonyl) phenyl]-4-pyridinecarboximidamide), C([O-])(O)=O.[Na+] (sodium bicarbonate), BrCC(C(F)(F)F)=O (3-bromo-1,1,1-trifluoroacetone). Solvent: C(C)(C)O (isopropanol). Product: OC1(N=C(N(C1)C1=CC=C(C=C1)S(=O)(=O)C)C1=CC=NC=C1)C(F)(F)F (4-[4-hydroxy-1-[4-(methylsulfonyl)phenyl]-4-(trifluoromethyl)-4,5-dihydro-1H-imidazol-2-yl]pyridine). The yield is 25.1%. Reaction SMILES: [CH3:1][S:2]([C:5]1[CH:10]=[CH:9][C:8]([NH:11][C:12]([C:14]2[CH:19]=[CH:18][N:17]=[CH:16][CH:15]=2)=[NH:13])=[CH:7][CH:6]=1)(=[O:4])=[O:3].C(=O)(O)[O-].[Na+].Br[CH2:26][C:27](=[O:32])[C:28]([F:31])([F:30])[F:29]>C(O)(C)C>[OH:32][C:27]1([C:28]([F:31])([F:30])[F:29])[CH2:26][N:11]([C:8]2[CH:7]=[CH:6][C:5]([S:2]([CH3:1])(=[O:4])=[O:3])=[CH:10][CH:9]=2)[C:12]([C:14]2[CH:15]=[CH:16][N:17]=[CH:18][CH:19]=2)=[N:13]1 |f:1.2|. Procedure details: To a mixture of the amidine of step 1 (4.75 g, 16 mmol) and sodium bicarbonate (2.86 g, 34.4 mmol) in isopropanol (400 ml), 3-bromo-1,1,1-trifluoroacetone (2.7 ml, 26 mmol) was added. After heating at 75°-80° C. for 24 hours, the reaction mixture was cooled and filtered. The residue was washed with methylene chloride and the combined organic fractions were dried over sodium sulfate, filtered and concentrated. The crude product (16.2 g) was chromatographed (silica gel, ethyl acetate/isopropanol (...